From a dataset of the Open Reaction Database (ORD), a public repository of structured organic reaction records. describe an organic reaction: reactants, conditions, products, and yield Reactants: COC(=O)C1CN(CCC1=O)C=1C=NC(=C(C1)C)OC (6′-methoxy-5′-methyl-4-oxo-3,4,5,6-tetrahydro-2H-[1,3]bipyridinyl-3-carboxylic acid methyl ester), C(C)(=O)O.C(=N)N (formamidine acetate), C[O-].[Na+] (sodium methoxide), C(C)(=O)O (acetic acid). The solvent is CO (methanol), CO (methanol), C(Cl)Cl (CH2Cl2). Run at temperature 90 celsius. Product: COC1=C(C=C(C=N1)N1CC2=C(N=CN=C2O)CC1)C (6-(6-methoxy-5-methyl-pyridin-3-yl)-5,6,7,8-tetrahydro-pyrido[4,3-d]pyrimidin-4-ol). The yield is 76.1%. RXN SMILES: CO[C:3]([CH:5]1[C:10](=O)[CH2:9][CH2:8][N:7]([C:12]2[CH:13]=[N:14][C:15]([O:19][CH3:20])=[C:16]([CH3:18])[CH:17]=2)[CH2:6]1)=[O:4].C(O)(=O)C.[CH:25]([NH2:27])=[NH:26].C[O-].[Na+].C(O)(=O)C>CO.C(Cl)Cl>[CH3:20][O:19][C:15]1[N:14]=[CH:13][C:12]([N:7]2[CH2:8][CH2:9][C:10]3[N:26]=[CH:25][N:27]=[C:3]([OH:4])[C:5]=3[CH2:6]2)=[CH:17][C:16]=1[CH3:18] |f:1.2,3.4|. Procedure details: A mixture of 6′-methoxy-5′-methyl-4-oxo-3,4,5,6-tetrahydro-2H-[1,3]bipyridinyl-3-carboxylic acid methyl ester (900 mg, 3.23 mmol), formamidine acetate (521 mg, 4.85 mmol), sodium methoxide (5.4 Molar) in methanol (2.395 mL, 12.94 mmol) and methanol (4 mL) was heated to 90° C. for 3 h. The mixture was allowed to cool down to rt, diluted in CH2Cl2, neutralized with acetic acid (0.741 mL, 12.94 mmol) and quenched with H2O. The layers were separated and aqueous was washed twice with CH2Cl2, organics...